Dataset: the Open Reaction Database (ORD), a public repository of structured organic reaction records. Task: describe an organic reaction: reactants, conditions, products, and yield Starting materials: C1=CC=CC=C1 (benzene), NC1=C(C(N(N=C1)C(C)(C)C)=O)O (5-amino-2-tert-butyl-4-hydroxypyridazin-3-(2H)-one), C(C1=CC=NC=C1)=O (isonicotinaldehyde). The reagents and catalysts are C1(=CC=C(C=C1)S(=O)(=O)O)C (p-toluene sulfonic acid). The solvent is C(C)(=O)OCC (ethyl acetate). Yields the product C(C)(C)(C)N1N=CC(C(C1=O)O)=NC1=CC=NC=C1 (2-tert-butyl-4-hydroxy-5-(4-pyridylimino)pyridazin-3-(2H)-one). Isolated yield 74.9%. Reaction SMILES: C1C=CC=CC=1.[NH2:7][C:8]1[CH:13]=[N:12][N:11]([C:14]([CH3:17])([CH3:16])[CH3:15])[C:10](=[O:18])[C:9]=1[OH:19].C(=O)[C:21]1[CH:26]=[CH:25][N:24]=[CH:23][CH:22]=1>C1(C)C=CC(S(O)(=O)=O)=CC=1.C(OCC)(=O)C>[C:14]([N:11]1[C:10](=[O:18])[CH:9]([OH:19])[C:8](=[N:7][C:21]2[CH:26]=[CH:25][N:24]=[CH:23][CH:22]=2)[CH:13]=[N:12]1)([CH3:16])([CH3:15])[CH3:17]. Procedure: 50 ml of a dry benzene solution of 3.1 g of 5-amino-2-tert-butyl-4-hydroxypyridazin-3-(2H)-one, 1.9 g of isonicotinaldehyde and 0.17 g of p-toluene sulfonic acid, was reacted for 1.5 hours under heating and refluxing by means of a Dean Stark trap. After cooling, 100 ml of ethyl acetate was added to the reaction mixture, and the mixture was washed with water and then with a saturated sodium chloride aqueous solution, and then dried over anhydrous sodium sulfate. The solvent was distilled off unde... Yields the product Cl, O=C1c2cncc3[nH]nc(c23)CC1C1CN2CCC1CC2. RXN SMILES: [ClH:30].[N:1]12[CH2:2][CH:3]([CH:9]3[CH2:10][c:11]4[c:12]5[c:13]([cH:14][n:15][cH:16][c:17]5[C:18]3=[O:19])[n:20]([CH2:22][O:23][CH2:24][CH2:25][Si:26]([CH3:27])([CH3:28])[CH3:29])[n:21]4)[CH:4]([CH2:5][CH2:6]1)[CH2:7][CH2:8]2.[O:31]1[CH2:32][CH2:33][O:34][CH2:35][CH2:36]1>>[ClH:30].[N:1]12[CH2:2][CH:3]([CH:9]3[CH2:10][c:11]4[c:12]5[c:13]([cH:14][n:15][cH:16][c:17]5[C:18]3=[O:19])[nH:20][n:21]4)[CH:4]([CH2:5][CH2:6]1)[CH2:7][CH2:8]2. Starting materials: Cl, C[Si](C)(C)CCOCn1nc2c3c(cncc31)C(=O)C(C1CN3CCC1CC3)C2, C1COCCO1. Reactants: ClCCCN1C(CCC2=C(C=CC=C12)C)=O (1-(3-chloropropyl)-5-methyl-3,4-dihydro-1H-quinolin-2-one), C(#N)C1=C(C(=O)C(=C(C1=O)Cl)Cl)C#N (DDQ), O1CCOCC1 (dioxane). Solvent: CCOC(=O)C (EtOAc). The product is ClCCCN1C(C=CC2=C(C=CC=C12)C)=O (1-(3-Chloropropyl)-5-metyl-1H-quinolin-2-one). The yield is 66.1%. As a reaction SMILES: [Cl:1][CH2:2][CH2:3][CH2:4][N:5]1[C:14]2[C:9](=[C:10]([CH3:15])[CH:11]=[CH:12][CH:13]=2)[CH2:8][CH2:7][C:6]1=[O:16].C(C1C(=O)C(Cl)=C(Cl)C(=O)C=1C#N)#N.O1CCOCC1>CCOC(C)=O>[Cl:1][CH2:2][CH2:3][CH2:4][N:5]1[C:14]2[C:9](=[C:10]([CH3:15])[CH:11]=[CH:12][CH:13]=2)[CH:8]=[CH:7][C:6]1=[O:16]. Procedure details: A microwave vial was charged with 1-(3-chloropropyl)-5-methyl-3,4-dihydro-1H-quinolin-2-one (0.081 g, 0.34 mmol), DDQ (0.116 g, 0.51 mmol), dioxane (2 mL) and sealed. After microwave irradiation, 175° C., 10 min, the reaction was diluted with EtOAc (50 mL), washed with sat aqueous NaHCO3 (2×15 mL) and the organic phase was dried (Na2SO4), filtered, concentrated under reduced pressure and the residue was purified with prep RP-HPLC to yield the crude title compound (0.053 g), which was used withou... Reactants: SC=1NC2=C(N1)C=CC=C2 (2-mercaptobenzimidazole), C(C1=CC=CC=C1)OCCOC1=C(C(=NC=C1)CCl)C (4-(2-benzyloxyethoxy)-2-chloromethyl-3-methylpyridine), [OH-].[Na+] (sodium hydroxide). Solvent: C(C)O (ethanol). Conditions: temperature 60 celsius. Yields the product C(C1=CC=CC=C1)OCCOC1=C(C(=NC=C1)CSC=1NC2=C(N1)C=CC=C2)C (2-[{4-(2-Benzyloxyethoxy)-3-methylpyridine-2-yl}methylthio]benzimidazole). Yield: 74.1%. As a reaction SMILES: [SH:1][C:2]1[NH:3][C:4]2[CH:10]=[CH:9][CH:8]=[CH:7][C:5]=2[N:6]=1.[CH2:11]([O:18][CH2:19][CH2:20][O:21][C:22]1[CH:27]=[CH:26][N:25]=[C:24]([CH2:28]Cl)[C:23]=1[CH3:30])[C:12]1[CH:17]=[CH:16][CH:15]=[CH:14][CH:13]=1.[OH-].[Na+]>C(O)C>[CH2:11]([O:18][CH2:19][CH2:20][O:21][C:22]1[CH:27]=[CH:26][N:25]=[C:24]([CH2:28][S:1][C:2]2[NH:3][C:4]3[CH:10]=[CH:9][CH:8]=[CH:7][C:5]=3[N:6]=2)[C:23]=1[CH3:30])[C:12]1[CH:13]=[CH:14][CH:15]=[CH:16][CH:17]=1 |f:2.3|. Procedure details: A mixture comprising 1.0 g of 2-mercaptobenzimidazole, 2.0 g of 4-(2-benzyloxyethoxy)-2-chloromethyl-3-methylpyridine, 302 mg of sodium hydroxide and 40 ml of ethanol was stirred under heating at 60° C. for 1.5 hours and distilled under a reduced pressure to remove the ethanol. The obtained residue was subjected to silica gel column chromatography. The column was treated with 30 to 60% ethyl acetate in n-hexane to obtain 2.0 g of the title compound as a white crystal. Reagents/catalysts: [Pd] (Pd/C). The product is NC=1C(=C2C(N(C(C2=CC1N)=O)C1CCN(CC1)C)=O)Cl (5,6-Diamino-4-chloro-2-(1-methyl-piperidin-4-yl)-isoindole-1,3-dione). Procedure details: To a mixture of 5-amino-4-chloro-2-(1-methyl-piperidin-4-yl)-6-nitro-isoindole-1,3-dione (1.35 g, not pure) and 10% Pd/C (500 mg) was added 2-propanol (20 mL), HCl in dioxane (4 M, 0.1 mL) and then MeOH (230 mL). After it was stirred under atmospheric hydrogen for 1.5 h, the reaction mixture was filtered over Celite. The filtrate was concentrated, diluted with 50% DCM in MeOH, basified with aqueous NH4OH solution (28%) and evaporated. Chromatography of the mixture with mixed solvent of CH2Cl2/Me... Reactants: NC=1C(=C2C(N(C(C2=CC1[N+](=O)[O-])=O)C1CCN(CC1)C)=O)Cl (5-amino-4-chloro-2-(1-methyl-piperidin-4-yl)-6-nitro-isoindole-1,3-dione), CO (MeOH), CC(C)O (2-propanol), Cl (HCl). RXN SMILES: [NH2:1][C:2]1[C:3]([Cl:23])=[C:4]2[C:8](=[CH:9][C:10]=1[N+:11]([O-])=O)[C:7](=[O:14])[N:6]([CH:15]1[CH2:20][CH2:19][N:18]([CH3:21])[CH2:17][CH2:16]1)[C:5]2=[O:22].CC(O)C.Cl.CO>O1CCOCC1.[Pd]>[NH2:1][C:2]1[C:3]([Cl:23])=[C:4]2[C:8](=[CH:9][C:10]=1[NH2:11])[C:7](=[O:14])[N:6]([CH:15]1[CH2:16][CH2:17][N:18]([CH3:21])[CH2:19][CH2:20]1)[C:5]2=[O:22]. Yield: 6.0%. Run at time 1.5 hour. The solvent is O1CCOCC1 (dioxane).